This data is from the Open Reaction Database (ORD), a public repository of structured organic reaction records. The task is: describe an organic reaction: reactants, conditions, products, and yield The reactants are BrC1=CC(=C(C=C1)C(=O)N1CC2=C(NC3=C1C=CC=C3)N=CC=C2)C ((4-bromo-2-methyl-phenyl)-(5,11-dihydro-pyrido [2,3-b][1,5] benzodiazepin-6-yl)-methanone), S1C(=CC=C1)B(O)O (thiophene-2-boronic acid), C([O-])([O-])=O.[Na+].[Na+] (sodium carbonate), C1(=CC=CC=C1)C (toluene), B(O)O (boronic acid). The reagents and catalysts are tetrakis (triphenylphosphine)palladium(0), catalyst. Run in C(C)O (ethanol), O (water). Run at time 3 hour. The product is CC1=C(C=CC(=C1)C=1SC=CC1)C(=O)C1=CC=CC=2NCC3=C(NC21)N=CC=C3 ((2-Methyl-4-thiophen-2yl-phenyl)-(5,11-dihydro-pyrido[2,3-b][1,5] benzodiazepin-10-yl)-methanone). Reaction SMILES: BrC1C=CC(C([N:10]2[C:16]3[CH:17]=[CH:18][CH:19]=[CH:20][C:15]=3[NH:14][C:13]3[N:21]=[CH:22][CH:23]=[CH:24][C:12]=3[CH2:11]2)=O)=C(C)C=1.[S:26]1[CH:30]=[CH:29][CH:28]=[C:27]1B(O)O.[C:34](=[O:37])([O-])[O-].[Na+].[Na+].B(O)O.[C:43]1([CH3:49])[CH:48]=[CH:47][CH:46]=[CH:45][CH:44]=1>C(O)C.O>[CH3:49][C:43]1[CH:48]=[C:47]([C:27]2[S:26][CH:30]=[CH:29][CH:28]=2)[CH:46]=[CH:45][C:44]=1[C:34]([C:20]1[C:15]2[NH:14][C:13]3[N:21]=[CH:22][CH:23]=[CH:24][C:12]=3[CH2:11][NH:10][C:16]=2[CH:17]=[CH:18][CH:19]=1)=[O:37] |f:2.3.4|. Procedure: To a solution of (4-bromo-2-methyl-phenyl)-(5,11-dihydro-pyrido [2,3-b][1,5] benzodiazepin-6-yl)-methanone (0.5 g, 1.27 mmol) of Step A, thiophene-2-boronic acid (0.167 g, 1.30 mmol) and sodium carbonate (0.595 g, 5.6 mmol) in toluene (20 mL), ethanol (10 mL) and water (10 mL) under nitrogen was added tetrakis (triphenylphosphine)palladium(0) catalyst (0.066 g, 0.057 mmol). The mixture was heated at reflux for 19 hours. Additional boronic acid (0.170 g, 1.30 mmol) and catalyst (0.050 g, 0.043 mm... Reactants: CCOC(=O)C1CCCN1Cc1ccccc1, CO, [Na+], C1CCOC1, [OH-]. Product: O=C(O)C1CCCN1Cc1ccccc1. As a reaction SMILES: [CH2:1]([CH3:2])[O:3][C:4]([CH:5]1[N:6]([CH2:10][c:11]2[cH:12][cH:13][cH:14][cH:15][cH:16]2)[CH2:7][CH2:8][CH2:9]1)=[O:17].[CH3:25][OH:26].[Na+:19].[O:20]1[CH2:21][CH2:22][CH2:23][CH2:24]1.[OH-:18]>>[O:3]=[C:4]([CH:5]1[N:6]([CH2:10][c:11]2[cH:12][cH:13][cH:14][cH:15][cH:16]2)[CH2:7][CH2:8][CH2:9]1)[OH:17]. Starting materials: NC1=C(C(=O)NCC(C)O)C=CC=C1 (2-Amino-N-(2-hydroxypropyl)benzamide), NCC(C)O (1-amino-2-propanol), C1=2C(=O)OC(NC1=CC=CC2)=O (isatoic anhydride). The product is N1C(=NCC1)CNC1=C(C(=O)NCC(C)O)C=CC=C1 (2-[(4,5-dihydro-1H-imidazol-2-ylmethyl)amino)-N-(2-hydroxypropyl)benzamide). Procedure: 2-Amino-N-(2-hydroxypropyl)benzamide (prepared from 1-amino-2-propanol and isatoic anhydride, using the methods described in Example 17) and CMI were reacted using conditions described in the general procedure for CMI coupling to give 2-[(4,5-dihydro-1H-imidazol-2-ylmethyl)amino)-N-(2-hydroxypropyl)benzamide, isolated as the hydrochloride salt. As a reaction SMILES: [NH2:1][C:2]1[CH:14]=[CH:13][CH:12]=[CH:11][C:3]=1[C:4]([NH:6][CH2:7][CH:8]([OH:10])[CH3:9])=[O:5].[NH2:15][CH2:16][CH:17](O)C.[C:20]12[C:26](=CC=CC=1)[NH:25]C(=O)OC2=O>>[NH:15]1[CH2:16][CH2:17][N:25]=[C:26]1[CH2:20][NH:1][C:2]1[CH:14]=[CH:13][CH:12]=[CH:11][C:3]=1[C:4]([NH:6][CH2:7][CH:8]([OH:10])[CH3:9])=[O:5]. Reactants: C1=CC=CC2=C1C1=C(P(O2)=O)C=CC=C1 (6H-dibenz-[c,e][1,2]-oxaphosphorin-6-one), C(C=C)#N (acrylonitrile). Run in C(C)#N (acetonitrile). Run at time 1 hour. The product is C(#N)CCP1(OC2=C(C3=C1C=CC=C3)C=CC=C2)=O (6-(2-cyanoethyl)-(6H)-dibenz[c,e][1,2]-oxaphosphorin 6-oxide). Isolated yield 96.6%. RXN SMILES: [CH:1]1[C:6]2[C:7]3[CH:15]=[CH:14][CH:13]=[CH:12][C:8]=3[PH:9](=[O:11])[O:10][C:5]=2[CH:4]=[CH:3][CH:2]=1.[C:16](#[N:19])[CH:17]=[CH2:18]>C(#N)C>[C:16]([CH2:17][CH2:18][P:9]1(=[O:11])[C:8]2[CH:12]=[CH:13][CH:14]=[CH:15][C:7]=2[C:6]2[CH:1]=[CH:2][CH:3]=[CH:4][C:5]=2[O:10]1)#[N:19]. Procedure details: 108 g (0.5 mol) of 6H-dibenz-[c,e][1,2]-oxaphosphorin-6-one are heated to 165° C. with stirring and under an inert-gas atmosphere, and 26.5 g (0.5 mol) of acrylonitrile are added dropwise over 4 hours. The mixture is stirred further at this temperature for 1 hour and then cooled, giving 134 g of a resinous composition. Digestion with a little acetonitrile produces 130 g of 6-(2-cyanoethyl)-(6H)-dibenz[c,e][1,2]-oxaphosphorin 6-oxide, which, after recrystallization from a little acetonitrile, has... The reactants are ClC1=NC=NC2=CC(=C(C=C12)OC)OCCCN1CCN(CC1)C (4-chloro-6-methoxy-7-[3-(4-methylpiperazin-1-yl)propoxy]quinazoline), BrC1=CC=C2C(=C1N)OCO2 (6-bromo-2,3-Methylenedioxyaniline). Yields the product BrC1=CC=C2C(=C1NC1=NC=NC3=CC(=C(C=C13)OC)OCCCN1CCN(CC1)C)OCO2 (4-(6-bromo-2,3-methylenedioxyanilino)-6-methoxy-7-[3-(4-methylpiperazin-1-yl)propoxy]quinazoline). As a reaction SMILES: Cl[C:2]1[C:11]2[C:6](=[CH:7][C:8]([O:14][CH2:15][CH2:16][CH2:17][N:18]3[CH2:23][CH2:22][N:21]([CH3:24])[CH2:20][CH2:19]3)=[C:9]([O:12][CH3:13])[CH:10]=2)[N:5]=[CH:4][N:3]=1.[Br:25][C:26]1[C:31]([NH2:32])=[C:30]2[O:33][CH2:34][O:35][C:29]2=[CH:28][CH:27]=1>>[Br:25][C:26]1[C:31]([NH:32][C:2]2[C:11]3[C:6](=[CH:7][C:8]([O:14][CH2:15][CH2:16][CH2:17][N:18]4[CH2:23][CH2:22][N:21]([CH3:24])[CH2:20][CH2:19]4)=[C:9]([O:12][CH3:13])[CH:10]=3)[N:5]=[CH:4][N:3]=2)=[C:30]2[O:33][CH2:34][O:35][C:29]2=[CH:28][CH:27]=1. Reported procedure: Using an analogous procedure to that described in Example 15, 4-chloro-6-methoxy-7-[3-(4-methylpiperazin-1-yl)propoxy]quinazoline was reacted with 6-bromo-2,3-Methylenedioxyaniline to give the title compound as a solid; NMR Spectrum: DMSOd6 and CF3CO2D) 2.3 (m, 2H), 2.95 (s, 3H), 3.2–3.9 (br s, 8H), 3.4 (m, 2H), 4.0 (s, 3H), 4.35 (m, 2H), 6.15 (s, 2H), 7.05 (d, 1H), 7.3 (d, 1H), 7.4 (s, 1H), 8.15 (s, 1H), 8.9 (s, 1H); Mass Spectrum: M+H+ 530 and 532; Elemental Analysis: Found C, 54.25; H, 5.54; ... The reactants are O=C(CBr)Nc1ccccn1, CC#N, O=C(OC1CN2CCC1CC2)C1(c2ccccc2)CCCCCC1. The product is [Br-], O=C(C[N+]12CCC(CC1)C(OC(=O)C1(c3ccccc3)CCCCCC1)C2)Nc1ccccn1. RXN SMILES: [Br:25][CH2:26][C:27](=[O:28])[NH:29][c:30]1[n:31][cH:32][cH:33][cH:34][cH:35]1.[CH3:36][C:37]#[N:38].[N:1]12[CH2:2][CH:3]([O:9][C:10](=[O:11])[C:12]3([c:19]4[cH:20][cH:21][cH:22][cH:23][cH:24]4)[CH2:13][CH2:14][CH2:15][CH2:16][CH2:17][CH2:18]3)[CH:4]([CH2:5][CH2:6]1)[CH2:7][CH2:8]2>>[Br-:25].[N+:1]12([CH2:26][C:27](=[O:28])[NH:29][c:30]3[n:31][cH:32][cH:33][cH:34][cH:35]3)[CH2:2][CH:3]([O:9][C:10](=[O:11])[C:12]3([c:19]4[cH:20][cH:21][cH:22][cH:23][cH:24]4)[CH2:13][CH2:14][CH2:15][CH2:16][CH2:17][CH2:18]3)[CH:4]([CH2:5][CH2:6]1)[CH2:7][CH2:8]2. The reactants are O=C([O-])[O-], CCC(C)=O, CCOC(C)=O, CC1CN(C(=O)CCl)C(C)CN1Cc1ccc(F)cc1, COC(=O)c1cc(Cl)ccc1O, [I-], [K+], [K+], [K+]. Product: COC(=O)c1cc(Cl)ccc1OCC(=O)N1CC(C)N(Cc2ccc(F)cc2)CC1C. Reaction SMILES: [C:33](=[O:34])([O-:35])[O-:36].[CH3:41][C:42](=[O:43])[CH2:44][CH3:45].[CH3:46][CH2:47][O:48][C:49](=[O:50])[CH3:51].[Cl:1][CH2:2][C:3](=[O:4])[N:5]1[CH:6]([CH3:20])[CH2:7][N:8]([CH2:12][c:13]2[cH:14][cH:15][c:16]([F:19])[cH:17][cH:18]2)[CH:9]([CH3:11])[CH2:10]1.[Cl:21][c:22]1[cH:23][cH:24][c:25]([OH:32])[c:26]([C:27](=[O:28])[O:29][CH3:30])[cH:31]1.[I-:40].[K+:37].[K+:38].[K+:39]>>[CH2:2]([C:3](=[O:4])[N:5]1[CH:6]([CH3:20])[CH2:7][N:8]([CH2:12][c:13]2[cH:14][cH:15][c:16]([F:19])[cH:17][cH:18]2)[CH:9]([CH3:11])[CH2:10]1)[O:32][c:25]1[cH:24][cH:23][c:22]([Cl:21])[cH:31][c:26]1[C:27](=[O:28])[O:29][CH3:30].